describe an organic reaction: reactants, conditions, products, and yield From a dataset of the Open Reaction Database (ORD), a public repository of structured organic reaction records. Reactants: COC(=O)c1ccc(-c2nc(-c3ccc(Cl)cc3)no2)c([N+](=O)[O-])c1, Cl, [Na+], C1CCOC1, [OH-], O. Yields the product O=C(O)c1ccc(-c2nc(-c3ccc(Cl)cc3)no2)c([N+](=O)[O-])c1. RXN SMILES: [Cl:1][c:2]1[cH:3][cH:4][c:5](-[c:8]2[n:9][o:10][c:11](-[c:13]3[c:14]([N+:23](=[O:24])[O-:25])[cH:15][c:16]([C:17](=[O:18])[O:19][CH3:20])[cH:21][cH:22]3)[n:12]2)[cH:6][cH:7]1.[ClH:33].[Na+:27].[O:28]1[CH2:29][CH2:30][CH2:31][CH2:32]1.[OH-:26].[OH2:34]>>[Cl:1][c:2]1[cH:3][cH:4][c:5](-[c:8]2[n:9][o:10][c:11](-[c:13]3[c:14]([N+:23](=[O:24])[O-:25])[cH:15][c:16]([C:17](=[O:18])[OH:19])[cH:21][cH:22]3)[n:12]2)[cH:6][cH:7]1. The reactants are C(C1=CC=CC=C1)N1C[C@H](CC1)[Si](C)(C)C(C)(C)C ((S)-1-Benzyl-3-(tert-butyl-dimethyl-silanyl)-pyrrolidine), Cl (HCl). Reagents/catalysts: [Pd] (palladium). The solvent is C(C)O (ethanol). Run at time 6 hour. Product: C(C)(C)(C)[Si]([C@@H]1CNCC1)(C)C ((S)-3-(tert-Butyl-dimethyl-silanyl)-pyrrolidine). Reaction SMILES: C([N:8]1[CH2:12][CH2:11][C@H:10]([Si:13]([C:16]([CH3:19])([CH3:18])[CH3:17])([CH3:15])[CH3:14])[CH2:9]1)C1C=CC=CC=1.Cl>C(O)C.[Pd]>[C:16]([Si:13]([CH3:15])([CH3:14])[C@H:10]1[CH2:11][CH2:12][NH:8][CH2:9]1)([CH3:19])([CH3:18])[CH3:17]. Reported procedure: To a solution of Example 10 (24.78 g, 85 mmol) in ethanol (200 mL) was added palladium catalyst (10% on carbon) (6.0 g) and HCl (4 M in dioxane) (4.5 mL, 18 mmol). This was hydrogenated at 30° C. for 6 hours and then filtered through Celite. The solvent was removed in vacuo, and column chromatography (ethyl acetate:methanol:ammonia 40:9:1) gave the product as a yellow oil, 82 mmol, 96%. The reactants are CN1C([C@@H]2CCCC[C@]2(CC1=O)C1=CC=CC=C1)=O (N-Methyl-4a-phenyl-1,3-diketo-trans-decahydroisoquinoline), C[O-].[Na+] (sodium methoxide), Cl (hydrochloric acid). Run in CO (methanol). Conditions: time 8 hour. The product is CN1C([C@H]2CCCC[C@]2(CC1=O)C1=CC=CC=C1)=O (N-Methyl-4a-phenyl-1,3-diketo-cis-decahydroisoquinoline). The yield is 95.0%. Reaction SMILES: [CH3:1][N:2]1[C:11](=[O:12])[CH2:10][C@@:9]2([C:13]3[CH:18]=[CH:17][CH:16]=[CH:15][CH:14]=3)[C@@H:4]([CH2:5][CH2:6][CH2:7][CH2:8]2)[C:3]1=[O:19].C[O-].[Na+].Cl>CO>[CH3:1][N:2]1[C:11](=[O:12])[CH2:10][C@@:9]2([C:13]3[CH:18]=[CH:17][CH:16]=[CH:15][CH:14]=3)[C@H:4]([CH2:5][CH2:6][CH2:7][CH2:8]2)[C:3]1=[O:19] |f:1.2|. Procedure: N-Methyl-4a-phenyl-1,3-diketo-trans-decahydroisoquinoline (2.0 g) in 100 ml of methanol was treated with 400 mg of sodium methoxide and the mixture was refluxed for 30 minutes. It was allowed to stand overnight at 25°, then poured into 1 N hydrochloric acid and extracted with ether. The ether extracts were washed successively with water and brine, then dried (MgSO4) and the ether evaporated to yield 1.9 g of an oil. NMR (CDCl3): methylene envelope from 70 to 140 cps (8H); singlet at 177 cps (3H)... The reactants are ClC1=CC(=C(C#N)C=C1)O[C@H](CCCl)C1=CC=CC=C1 (4-Chloro-2-{[(1R)-3-chloro-1-phenylpropyl]oxy}benzonitrile), N1(CCNCC1)C(=O)OC(C)(C)C (1,1-dimethylethyl piperazinecarboxylate). Yields the product ClC=1C=CC(=C(O[C@H](CCN2CCN(CC2)C(=O)OC(C)(C)C)C2=CC=CC=C2)C1)C#N (1,1-Dimethylethyl 4-[(3R)-3-(5-chloro-2-cyanophenoxy)-3-phenylpropyl]-1-piperazinecarboxylate). The yield is 78.3%. Reaction SMILES: [Cl:1][C:2]1[CH:9]=[CH:8][C:5]([C:6]#[N:7])=[C:4]([O:10][C@@H:11]([C:15]2[CH:20]=[CH:19][CH:18]=[CH:17][CH:16]=2)[CH2:12][CH2:13]Cl)[CH:3]=1.[N:21]1([C:27]([O:29][C:30]([CH3:33])([CH3:32])[CH3:31])=[O:28])[CH2:26][CH2:25][NH:24][CH2:23][CH2:22]1>>[Cl:1][C:2]1[CH:9]=[CH:8][C:5]([C:6]#[N:7])=[C:4]([CH:3]=1)[O:10][C@@H:11]([C:15]1[CH:20]=[CH:19][CH:18]=[CH:17][CH:16]=1)[CH2:12][CH2:13][N:24]1[CH2:23][CH2:22][N:21]([C:27]([O:29][C:30]([CH3:33])([CH3:32])[CH3:31])=[O:28])[CH2:26][CH2:25]1. Reported procedure: 4-Chloro-2-{[(1R)-3-chloro-1-phenylpropyl]oxy}benzonitrile (0.3 g) and 1,1-dimethylethyl piperazinecarboxylate (0.4 g) were subjected to the procedure described for Example 11 to give the product as a clear gum (0.35 g). Starting materials: B, CC(C)(C)OC(=O)N1CCC(C(=O)O)C1, C1CCOC1, C1CCOC1. Product: CC(C)(C)OC(=O)N1CCC(CO)C1. Reaction SMILES: [BH3:16].[C:1]([CH3:2])([CH3:3])([CH3:4])[O:5][C:6](=[O:7])[N:8]1[CH2:9][CH:10]([C:13](=[O:14])[OH:15])[CH2:11][CH2:12]1.[CH2:17]1[O:18][CH2:19][CH2:20][CH2:21]1.[CH2:22]1[O:23][CH2:24][CH2:25][CH2:26]1>>[C:1]([CH3:2])([CH3:3])([CH3:4])[O:5][C:6](=[O:7])[N:8]1[CH2:9][CH:10]([CH2:13][OH:14])[CH2:11][CH2:12]1.